This data is from the Open Reaction Database (ORD), a public repository of structured organic reaction records. The task is: describe an organic reaction: reactants, conditions, products, and yield Reactants: C(C)(C)C1=C(C(=CC(=C1)C(C)C)C(C)C)S(=O)(=O)C1=CC=2CC3=CC=CC=C3C2C=C1 (2-(2,4,6-triisopropylphenylsulfonyl)fluorene), O.O.[Cr](=O)(=O)([O-])O[Cr](=O)(=O)[O-].[Na+].[Na+] (sodium dichromate dihydrate), C(C)(=O)O (acetic acid). Solvent: O (water). Yields the product C(C)(C)C1=C(C(=CC(=C1)C(C)C)C(C)C)S(=O)(=O)C=1C(C2=CC3=CC=CC=C3C2=CC1)=O (2-(2,4,6-triisopropylphenylsulfonyl)fluorenone). The yield is 40.3%. RXN SMILES: [CH:1]([C:4]1[CH:9]=[C:8]([CH:10]([CH3:12])[CH3:11])[CH:7]=[C:6]([CH:13]([CH3:15])[CH3:14])[C:5]=1[S:16]([C:19]1[CH:31]=[CH:30][C:29]2[C:28]3[C:23](=[CH:24][CH:25]=[CH:26][CH:27]=3)[CH2:22][C:21]=2[CH:20]=1)(=[O:18])=[O:17])([CH3:3])[CH3:2].O.O.[Cr](O[Cr]([O-])(=O)=O)([O-])(=O)=[O:35].[Na+].[Na+].C(O)(=O)C>O>[CH:13]([C:6]1[CH:7]=[C:8]([CH:10]([CH3:11])[CH3:12])[CH:9]=[C:4]([CH:1]([CH3:2])[CH3:3])[C:5]=1[S:16]([C:19]1[C:20](=[O:35])[C:21]2[C:29](=[CH:30][CH:31]=1)[C:28]1[C:23](=[CH:24][CH:25]=[CH:26][CH:27]=1)[CH:22]=2)(=[O:18])=[O:17])([CH3:15])[CH3:14] |f:1.2.3.4.5|. Procedure: A portion of the 2-(2,4,6-triisopropylphenylsulfonyl)fluorene just described (8.67 g, 20.0 mmol) was placed in a 1 liter flask (equipped with a magnetic stirrer and reflux condenser) along with 17.9 g (60.0 mmol, 3.0 eq) of sodium dichromate dihydrate and 500 ml of glacial acetic acid. The mixture was refluxed for 15 hours, cooled, and poured into 2.0 liters of water. The solids were collected by filtration and washed with additional water (2×1.0 liter). The crude product was dried and purified ... Reactants: C1(CCCCC1)CC(C(=O)NC(CCC)C(O)C=1OC(=NN1)CC)CC(=O)N1CCOCC1 (2-cyclohexylmethyl-N-{1-[(5-ethyl-[1,3,4]oxadiazol-2-yl)-hydroxy-methyl]-butyl}-4-morpholin-4-yl-4-oxo-butyramide), CC(=O)OI1(C=2C=CC=CC2C(=O)O1)(OC(=O)C)OC(=O)C (Dess-Martin periodinane), [O-]S(=O)[O-].[Na+].[Na+].C(=O)(O)[O-].[Na+] (Na2SO3 NaHCO3). Run at time 1 hour. The product is C1(CCCCC1)CC(C(=O)NC(CCC)C(=O)C=1OC(=NN1)CC)CC(=O)N1CCOCC1 (2-cyclohexylmethyl-N-[1-(5-ethyl-[1,3,4]oxadiazole-2-carbonyl)-butyl]-4-morpholin-4-yl-4-oxo-butyramide). As a reaction SMILES: [CH:1]1([CH2:7][CH:8]([CH2:25][C:26]([N:28]2[CH2:33][CH2:32][O:31][CH2:30][CH2:29]2)=[O:27])[C:9]([NH:11][CH:12]([CH:16]([C:18]2[O:19][C:20]([CH2:23][CH3:24])=[N:21][N:22]=2)[OH:17])[CH2:13][CH2:14][CH3:15])=[O:10])[CH2:6][CH2:5][CH2:4][CH2:3][CH2:2]1.CC(OI1(OC(C)=O)(OC(C)=O)OC(=O)C2C=CC=CC1=2)=O.[O-]S([O-])=O.[Na+].[Na+].C([O-])(O)=O.[Na+]>>[CH:1]1([CH2:7][CH:8]([CH2:25][C:26]([N:28]2[CH2:33][CH2:32][O:31][CH2:30][CH2:29]2)=[O:27])[C:9]([NH:11][CH:12]([C:16]([C:18]2[O:19][C:20]([CH2:23][CH3:24])=[N:21][N:22]=2)=[O:17])[CH2:13][CH2:14][CH3:15])=[O:10])[CH2:6][CH2:5][CH2:4][CH2:3][CH2:2]1 |f:2.3.4.5.6|. Procedure: This amide was treated with Dess-Martin periodinane (239 mg, 0.48 mmol) at room temperature. After stiffing for 1 hour, 5 mls of saturated Na2SO3—NaHCO3 were added. After a further 0.5 hours, the reaction mixture was extracted with ethyl acetate, washed with brine, dried with MgSO4 and concentrated. The residue was purified with silica gel column chromatography to yield 65 mg of 2-cyclohexylmethyl-N-[1-(5-ethyl-[1,3,4]oxadiazole-2-carbonyl)-butyl]-4-morpholin-4-yl-4-oxo-butyramide; H1 NMR (DMSO-...